Dataset: the Open Reaction Database (ORD), a public repository of structured organic reaction records. Task: describe an organic reaction: reactants, conditions, products, and yield Reactants: FC1=CC=C(C=C1)SCCCCOC=1C=CC2=C(C(OC(N2)=O)(C)C)C1 (6-[4-(4-fluoro-phenylmercapto)-butoxy]-4,4-dimethyl-4H-3,1-benzoxazin-2-one), OO (hydrogen peroxide). The product is FC1=CC=C(C=C1)S(=O)CCCCOC=1C=CC2=C(C(OC(N2)=O)(C)C)C1 (6-[4-(4-Fluoro-phenylsulfinyl)-butoxy]-4,4-dimethyl-4H-3,1-benzoxazin-2-one). RXN SMILES: [F:1][C:2]1[CH:7]=[CH:6][C:5]([S:8][CH2:9][CH2:10][CH2:11][CH2:12][O:13][C:14]2[CH:15]=[CH:16][C:17]3[NH:22][C:21](=[O:23])[O:20][C:19]([CH3:25])([CH3:24])[C:18]=3[CH:26]=2)=[CH:4][CH:3]=1.[OH:27]O>>[F:1][C:2]1[CH:7]=[CH:6][C:5]([S:8]([CH2:9][CH2:10][CH2:11][CH2:12][O:13][C:14]2[CH:15]=[CH:16][C:17]3[NH:22][C:21](=[O:23])[O:20][C:19]([CH3:24])([CH3:25])[C:18]=3[CH:26]=2)=[O:27])=[CH:4][CH:3]=1. Procedure details: Prepared analogously to Example 2 from 6-[4-(4-fluoro-phenylmercapto)-butoxy]-4,4-dimethyl-4H-3,1-benzoxazin-2-one and hydrogen peroxide. Starting materials: N1(C=NC=C1)C[C@H](C1=CC=CC=C1)OC1=C(C=2CCCC(C2C=C1)=O)CSC=1C=C(C(=O)O)C=CC1 (3-{[(2-{[(1S)-2-(1H-imidazol-1-yl)-1-phenylethyl]oxy}-5-oxo-5,6,7,8-tetrahydro-1-naphthalenyl)methyl]sulfanyl}benzoic acid), N[C@@H](CO)CC ((R)-2-amino-1-butanol). Yields the product OC[C@@H](CC)NC(C1=CC(=CC=C1)SCC1=C(C=CC=2C(CCCC12)=O)O[C@H](CN1C=NC=C1)C1=CC=CC=C1)=O (N-[(1R)-1-(Hydroxymethyl)propyl]-3-{[(2-{[(1S)-2-(1H-imidazol-1-yl)-1-phenylethyl]oxy}-5-oxo-5,6,7,8-tetrahydro-1-naphthalenyl)methyl]sulfanyl}benzamide). Yield: 87.8%. Reaction SMILES: [N:1]1([CH2:6][C@@H:7]([O:14][C:15]2[CH:24]=[CH:23][C:22]3[C:21](=[O:25])[CH2:20][CH2:19][CH2:18][C:17]=3[C:16]=2[CH2:26][S:27][C:28]2[CH:29]=[C:30]([CH:34]=[CH:35][CH:36]=2)[C:31](O)=[O:32])[C:8]2[CH:13]=[CH:12][CH:11]=[CH:10][CH:9]=2)[CH:5]=[CH:4][N:3]=[CH:2]1.[NH2:37][C@H:38]([CH2:41][CH3:42])[CH2:39][OH:40]>>[OH:40][CH2:39][C@H:38]([NH:37][C:31](=[O:32])[C:30]1[CH:34]=[CH:35][CH:36]=[C:28]([S:27][CH2:26][C:16]2[C:17]3[CH2:18][CH2:19][CH2:20][C:21](=[O:25])[C:22]=3[CH:23]=[CH:24][C:15]=2[O:14][C@@H:7]([C:8]2[CH:9]=[CH:10][CH:11]=[CH:12][CH:13]=2)[CH2:6][N:1]2[CH:5]=[CH:4][N:3]=[CH:2]2)[CH:29]=1)[CH2:41][CH3:42]. Reported procedure: Using the method in Example 172, 3-{[(2-{[(1S)-2-(1H-imidazol-1-yl)-1-phenylethyl]oxy}-5-oxo-5,6,7,8-tetrahydro-1-naphthalenyl)methyl]sulfanyl}benzoic acid (50 mg, 0.10 mmol, 0.20M in DMF) and (R)-2-amino-1-butanol (45 mg, 0.50 mmol, 1.0M in DMF) were combined to give 50 mg of the desired compound: Low resolution mass spectrum (LC-MS, APCI) m/z 570 [M+H]+. Starting materials: C(C)(C)(C)C=1C=C(N(N1)C1=CC=C(C=C1)C=O)NC(=O)N[C@H]1CC[C@H](C2=CC=CC=C12)OC=1C=CC=2N(C1)C(=NN2)N2[C@H](CCCC2)C (1-[5-tert-Butyl-2-(4-formyl-phenyl)-2H-pyrazol-3-yl]-3-{(1S,4R)-4-[3-((S)-2-methyl-piperidin-1-yl)-[1,2,4]triazolo[4,3-a]pyridin-6-yloxy]-1,2,3,4-tetrahydro-naphthalen-1-yl}-urea), C(C)NC (N-ethylmethylamine), C(C)(=O)O[BH-](OC(C)=O)OC(C)=O.[Na+] (sodium triacetoxyborohydride), O (Water). Run in C(Cl)Cl (DCM). Reaction conditions: time 1 hour. Product: C(=O)O.C(C)(C)(C)C=1C=C(N(N1)C1=CC=C(C=C1)CN(C)CC)NC(=O)N[C@H]1CC[C@H](C2=CC=CC=C12)OC=1C=CC=2N(C1)C(=NN2)N2[C@H](CCCC2)C (1-(5-tert-Butyl-2-{4-[(ethyl-methyl-amino)-methyl]-phenyl}-2H-pyrazol-3-yl)-3-{(1S,4R)-4-[3-((S)-2-methyl-piperidin-1-yl)-[1,2,4]triazolo[4,3-a]pyridin-6-yloxy]-1,2,3,4-tetrahydro-naphthalen-1-yl}-urea formate salt), solid. As a reaction SMILES: [C:1]([C:5]1[CH:6]=[C:7]([NH:18][C:19]([NH:21][C@@H:22]2[C:31]3[C:26](=[CH:27][CH:28]=[CH:29][CH:30]=3)[C@H:25]([O:32][C:33]3[CH:34]=[CH:35][C:36]4[N:37]([C:39]([N:42]5[CH2:47][CH2:46][CH2:45][CH2:44][C@@H:43]5[CH3:48])=[N:40][N:41]=4)[CH:38]=3)[CH2:24][CH2:23]2)=[O:20])[N:8]([C:10]2[CH:15]=[CH:14][C:13]([CH:16]=O)=[CH:12][CH:11]=2)[N:9]=1)([CH3:4])([CH3:3])[CH3:2].[CH2:49]([NH:51][CH3:52])[CH3:50].[C:53]([O:56][BH-](OC(=O)C)OC(=O)C)(=[O:55])C.[Na+].O>C(Cl)Cl>[CH:53]([OH:56])=[O:55].[C:1]([C:5]1[CH:6]=[C:7]([NH:18][C:19]([NH:21][C@@H:22]2[C:31]3[C:26](=[CH:27][CH:28]=[CH:29][CH:30]=3)[C@H:25]([O:32][C:33]3[CH:34]=[CH:35][C:36]4[N:37]([C:39]([N:42]5[CH2:47][CH2:46][CH2:45][CH2:44][C@@H:43]5[CH3:48])=[N:40][N:41]=4)[CH:38]=3)[CH2:24][CH2:23]2)=[O:20])[N:8]([C:10]2[CH:15]=[CH:14][C:13]([CH2:16][N:51]([CH2:49][CH3:50])[CH3:52])=[CH:12][CH:11]=2)[N:9]=1)([CH3:2])([CH3:4])[CH3:3] |f:2.3,6.7|. Procedure details: To a solution of Intermediate 176b (0.188 mmol) and N-ethylmethylamine (32.3 μL, 0.38 mmol) in DCM (3 mL), sodium triacetoxyborohydride (59.8 mg, 0.28 mmol) was added. The mixture was stirred at RT for 1 h. Water was added and the mixture extracted with DCM. The combined organics were passed through a phase separator and concentrated to dryness. The resulting residue was purified by RP-HPLC (C, 18, 18 mL/min, 20-85% MeCN in H2O+0.1% HCO2H) and the relevant fractions combined and concentrated to ... Starting materials: CC(C)=CCCC(C)CCc1ccc(N)cc1, Cl, [I-], [K+], [Na+], [Na+], [Na+], O=[N+]([O-])[O-], O, O=S([O-])([O-])=S. Yields the product CC(C)=CCCC(C)CCc1ccc(I)cc1. As a reaction SMILES: [CH3:1][CH:2]([CH2:3][CH2:4][c:5]1[cH:6][cH:7][c:8]([NH2:9])[cH:10][cH:11]1)[CH2:12][CH2:13][CH:14]=[C:15]([CH3:16])[CH3:17].[ClH:32].[I-:24].[K+:23].[Na+:18].[Na+:30].[Na+:31].[O-:19][N+:20](=[O:21])[O-:22].[OH2:33].[S:25]([O-:26])([O-:27])(=[O:28])=[S:29]>>[CH3:1][CH:2]([CH2:3][CH2:4][c:5]1[cH:6][cH:7][c:8]([I:24])[cH:10][cH:11]1)[CH2:12][CH2:13][CH:14]=[C:15]([CH3:16])[CH3:17]. Reactants: O=C([O-])[O-], CC#N, Clc1cc(Cl)nc(-c2ccccc2)n1, [Cs+], [Cs+], O, N#Cc1ccc(OCc2ccccc2)c(O)c1. Product: N#Cc1ccc(OCc2ccccc2)c(Oc2cc(Cl)nc(-c3ccccc3)n2)c1. RXN SMILES: [C:15](=[O:16])([O-:17])[O-:18].[CH3:39][C:40]#[N:41].[Cl:1][c:2]1[n:3][c:4](-[c:9]2[cH:10][cH:11][cH:12][cH:13][cH:14]2)[n:5][c:6]([Cl:8])[cH:7]1.[Cs+:19].[Cs+:20].[OH2:38].[OH:21][c:22]1[cH:23][c:24]([C:25]#[N:26])[cH:27][cH:28][c:29]1[O:30][CH2:31][c:32]1[cH:33][cH:34][cH:35][cH:36][cH:37]1>>[c:2]1([O:21][c:22]2[cH:23][c:24]([C:25]#[N:26])[cH:27][cH:28][c:29]2[O:30][CH2:31][c:32]2[cH:33][cH:34][cH:35][cH:36][cH:37]2)[n:3][c:4](-[c:9]2[cH:10][cH:11][cH:12][cH:13][cH:14]2)[n:5][c:6]([Cl:8])[cH:7]1. Starting materials: CC(CN1CCCC1)(C)N1C=NC(=C1)NC(C(CCC)N)=O (2-Amino-pentanoic acid [1-(1,1-dimethyl-2-pyrrolidin-1-yl-ethyl)-1H-imidazol-4-yl]-amide), O[C@H](C(=O)O)C(C)(C)C ((S)-2-hydroxy-3,3-dimethyl-butyric acid). Yields the product CC(CN1CCCC1)(C)N1C=NC(=C1)NC(C(CCC)NC(C(C(C)(C)C)O)=O)=O (2-(2-Hydroxy-3,3-dimethyl-butyrylamino)-pentanoic acid [1-(1,1-dimethyl-2-pyrrolidin-1-yl-ethyl)-1H-imidazol-4-yl]-amide). RXN SMILES: [CH3:1][C:2]([N:10]1[CH:14]=[C:13]([NH:15][C:16](=[O:22])[CH:17]([NH2:21])[CH2:18][CH2:19][CH3:20])[N:12]=[CH:11]1)([CH3:9])[CH2:3][N:4]1[CH2:8][CH2:7][CH2:6][CH2:5]1.[OH:23][C@@H:24]([C:28]([CH3:31])([CH3:30])[CH3:29])[C:25](O)=[O:26]>>[CH3:1][C:2]([N:10]1[CH:14]=[C:13]([NH:15][C:16](=[O:22])[CH:17]([NH:21][C:25](=[O:26])[CH:24]([OH:23])[C:28]([CH3:31])([CH3:30])[CH3:29])[CH2:18][CH2:19][CH3:20])[N:12]=[CH:11]1)([CH3:9])[CH2:3][N:4]1[CH2:8][CH2:7][CH2:6][CH2:5]1. Procedure details: 2-Amino-pentanoic acid [1-(1,1-dimethyl-2-pyrrolidin-1-yl-ethyl)-1H-imidazol-4-yl]-amide was coupled with (S)-2-hydroxy-3,3-dimethyl-butyric acid to afford the title compound: C13 NMR (100 MHz, CDCl3) 12.7, 18.9, 22.8, 25.2, 25.4, 33.9, 34.8, 53.0, 56.8, 60.5, 63.3, 79.0, 107.5, 131.2, 171.8, 174.8; MS m/z 422.4 (M+1).